From a dataset of the Open Reaction Database (ORD), a public repository of structured organic reaction records. describe an organic reaction: reactants, conditions, products, and yield Yields the product C(C)(C)(C)OC(=O)NC(=NC(=O)OC(C)(C)C)N1CC2=CC(=CC=C2CC1)OCC1CCN(CC1)C(C)=O (N,N′-Di-tert-Butoxycarbonyl-7-(1-acetylpiperidin-4-ylmethoxy)-1,2,3,4-tetrahydroisoquinoline-2-carboxamidine). The reactants are C(C)(C)(C)OC(=O)NC(=NC(=O)OC(C)(C)C)N1CC2=CC(=CC=C2CC1)OCC1CCNCC1 (N,N′-ditert-butoxycarbonyl-7-(piperidin-4-ylmethoxy)-1,2,3,4-tetrahydroisoquinoline-2-carboxamidine), C(C)(=O)OC(C)=O (acetic anhydride), N1=CC=CC=C1 (pyridine). As a reaction SMILES: [C:1]([O:5][C:6]([NH:8][C:9]([N:18]1[CH2:27][CH2:26][C:25]2[C:20](=[CH:21][C:22]([O:28][CH2:29][CH:30]3[CH2:35][CH2:34][NH:33][CH2:32][CH2:31]3)=[CH:23][CH:24]=2)[CH2:19]1)=[N:10][C:11]([O:13][C:14]([CH3:17])([CH3:16])[CH3:15])=[O:12])=[O:7])([CH3:4])([CH3:3])[CH3:2].[C:36](OC(=O)C)(=[O:38])[CH3:37].N1C=CC=CC=1>O1CCCC1>[C:14]([O:13][C:11]([NH:10][C:9]([N:18]1[CH2:27][CH2:26][C:25]2[C:20](=[CH:21][C:22]([O:28][CH2:29][CH:30]3[CH2:35][CH2:34][N:33]([C:36](=[O:38])[CH3:37])[CH2:32][CH2:31]3)=[CH:23][CH:24]=2)[CH2:19]1)=[N:8][C:6]([O:5][C:1]([CH3:2])([CH3:3])[CH3:4])=[O:7])=[O:12])([CH3:17])([CH3:16])[CH3:15]. Reported procedure: To a solution of N,N′-ditert-butoxycarbonyl-7-(piperidin-4-ylmethoxy)-1,2,3,4-tetrahydroisoquinoline-2-carboxamidine (100 mg) in tetrahydrofuran (1.5 ml) were added acetic anhydride (0.021 ml) and pyridine (0.025 ml), and the mixture was stirred at room temperature for 2 hours. After completion of the reaction, the mixture was extracted with ethyl acetate and washed successively with water and saturated brine. The organic layer was dried over anhydrous sodium sulfate and the solvent was evaporat... Solvent: O1CCCC1 (tetrahydrofuran). Conditions: time 2 hour. The reactants are O\N=C(/C(=O)OCC)\C(C)=O (Ethyl (Z)-2-(hydroxyimino)-3-oxobutyrate), C1(CCCC1)Br (cyclopentyl bromide). Reaction conditions: time 8 hour. Yields the product C1(CCCC1)O\N=C(/C(=O)OCC)\C(C)=O (Ethyl (Z)-2-(cyclopentyloxyimino)-3-oxobutyrate). Yield: 80.0%. As a reaction SMILES: [OH:1]/[N:2]=[C:3](/[C:9](=[O:11])[CH3:10])\[C:4]([O:6][CH2:7][CH3:8])=[O:5].[CH:12]1(Br)[CH2:16][CH2:15][CH2:14][CH2:13]1>>[CH:12]1([O:1]/[N:2]=[C:3](/[C:9](=[O:11])[CH3:10])\[C:4]([O:6][CH2:7][CH3:8])=[O:5])[CH2:16][CH2:15][CH2:14][CH2:13]1. Procedure: Ethyl (Z)-2-(hydroxyimino)-3-oxobutyrate (7.9 g) was treated with cyclopentyl bromide as described in Example 4a, Method 2, except that the reaction was stirred overnight to give the title compound as a colourless liquid (9.Og, 80%), (Found: M+ +H, 228.1241. C11H17NO4 requires M+H, 228.1236); νmax (film) 2960 1745, 1700 cm-1 ; δH (CDCl3) 1.30 (3H, t), 1.6-2.0 (8H, m), 2.37 (3H, s), 4.31 (2H, q),and 4.87 (1H, m). Starting materials: C(O)([O-])=O.[Na+] (sodium hydrogen carbonate), ClC1=C(C=C(C(=C1)Cl)Cl)S(=O)(=O)Cl (2,4,5-trichlorobenzenesulfonyl chloride), CN1C=NC=C1 (1-methylimidazole), CON=C[C@H]([C@@H]([C@@H](COCC1=CC=CC=C1)O)OCC1=CC=CC=C1)F ((2R,3R,4R)-2-fluoro-4-hydroxy-3,5-bis(benzyloxy)pentanal O-methyloxime). Solvent: C(C)(=O)OCC (ethyl acetate), C(C)#N (acetonitrile). Run at time 14.5 hour. Yields the product CON=C[C@H]([C@@H]([C@@H](COCC1=CC=CC=C1)OC1=C(C=C(C(=C1)Cl)Cl)Cl)OCC1=CC=CC=C1)F ((2R,3R,4R)-2-fluoro-3,5-bis(benzyloxy)-4-(2,4,5-trichlorophenoxy)pentanal O-methyloxime). Isolated yield 92.0%. Reaction SMILES: [Cl:1][C:2]1[CH:7]=[C:6]([Cl:8])[C:5]([Cl:9])=[CH:4][C:3]=1S(Cl)(=O)=O.CN1C=CN=C1.[CH3:20][O:21][N:22]=[CH:23][C@@H:24]([F:45])[C@H:25]([O:37][CH2:38][C:39]1[CH:44]=[CH:43][CH:42]=[CH:41][CH:40]=1)[C@H:26]([OH:36])[CH2:27][O:28][CH2:29][C:30]1[CH:35]=[CH:34][CH:33]=[CH:32][CH:31]=1.C(=O)([O-])O.[Na+]>C(#N)C.C(OCC)(=O)C>[CH3:20][O:21][N:22]=[CH:23][C@@H:24]([F:45])[C@H:25]([O:37][CH2:38][C:39]1[CH:44]=[CH:43][CH:42]=[CH:41][CH:40]=1)[C@H:26]([O:36][C:3]1[CH:4]=[C:5]([Cl:9])[C:6]([Cl:8])=[CH:7][C:2]=1[Cl:1])[CH2:27][O:28][CH2:29][C:30]1[CH:31]=[CH:32][CH:33]=[CH:34][CH:35]=1 |f:3.4|. Procedure details: 1.26 g of 2,4,5-trichlorobenzenesulfonyl chloride and 0.430 mL of 1-methylimidazole were added to a solution of 1.09 g of (2R,3R,4R)-2-fluoro-4-hydroxy-3,5-bis(benzyloxy)pentanal O-methyloxime in 10.4 mL of acetonitrile at room temperature, and the obtained mixture was then stirred at room temperature for 14.5 hours. Thereafter, ethyl acetate and a saturated sodium hydrogen carbonate aqueous solution were added to the reaction mixture. A solid was removed by filtration, and the organic layer was... The reactants are CC(=O)OCCc1c([N+](=O)[O-])ccc(N)c1F, CCN(C(C)C)C(C)C, ClCCl, O=C(Cl)C(F)(F)c1ccccc1. Yields the product CC(=O)OCCc1c([N+](=O)[O-])ccc(NC(=O)C(F)(F)c2ccccc2)c1F. Reaction SMILES: [C:10]([CH3:11])(=[O:12])[O:13][CH2:14][CH2:15][c:16]1[c:17]([F:26])[c:18]([NH2:25])[cH:19][cH:20][c:21]1[N+:22](=[O:23])[O-:24].[CH:1]([N:2]([CH2:3][CH3:4])[CH:5]([CH3:6])[CH3:7])([CH3:8])[CH3:9].[Cl:39][CH2:40][Cl:41].[F:27][C:28]([C:29](=[O:30])[Cl:31])([c:32]1[cH:33][cH:34][cH:35][cH:36][cH:37]1)[F:38]>>[C:10]([CH3:11])(=[O:12])[O:13][CH2:14][CH2:15][c:16]1[c:17]([F:26])[c:18]([NH:25][C:29]([C:28]([F:27])([c:32]2[cH:33][cH:34][cH:35][cH:36][cH:37]2)[F:38])=[O:30])[cH:19][cH:20][c:21]1[N+:22](=[O:23])[O-:24]. The reactants are O=C(NC(Cc1ccccc1)C(=O)O)OCc1ccccc1, C(=NC1CCCCC1)=NC1CCCCC1, O=[N+]([O-])c1ccc(O)cc1, C1CCOC1. The product is O=C(NC(Cc1ccccc1)C(=O)Oc1ccc([N+](=O)[O-])cc1)OCc1ccccc1. Reaction SMILES: [CH2:1]([c:2]1[cH:3][cH:4][cH:5][cH:6][cH:7]1)[O:8][C:9](=[O:10])[NH:11][CH:12]([CH2:13][c:14]1[cH:15][cH:16][cH:17][cH:18][cH:19]1)[C:20](=[O:21])[OH:22].[CH:33]1([N:34]=[C:35]=[N:36][CH:37]2[CH2:38][CH2:39][CH2:40][CH2:41][CH2:42]2)[CH2:43][CH2:44][CH2:45][CH2:46][CH2:47]1.[N+:23](=[O:24])([O-:25])[c:26]1[cH:27][cH:28][c:29]([OH:32])[cH:30][cH:31]1.[O:48]1[CH2:49][CH2:50][CH2:51][CH2:52]1>>[CH2:1]([c:2]1[cH:3][cH:4][cH:5][cH:6][cH:7]1)[O:8][C:9](=[O:10])[NH:11][CH:12]([CH2:13][c:14]1[cH:15][cH:16][cH:17][cH:18][cH:19]1)[C:20]([O:21][c:29]1[cH:28][cH:27][c:26]([N+:23](=[O:24])[O-:25])[cH:31][cH:30]1)=[O:22]. Reactants: C(C)(=O)O[BH-](OC(C)=O)OC(C)=O.[Na+] (sodium triacetoxyborohydride), NC[C@H]1O[C@H]([C@H]2[C@@H]1OC(O2)(C)C)N2C=CC1=C2N=CN=C1NCC1=C(C=C(C=C1)OC)OC (7-((3aR,4R,6R,6aR)-6-(aminomethyl)-2,2-dimethyltetrahydrofuro[3,4-d][1,3]dioxol-4-yl)-N-(2,4-dimethoxybenzyl)-7H-pyrrolo[2,3-d]pyrimidin-4-amine), O=C1CC(C1)CC(=O)OC (methyl 2-(3-oxocyclobutyl)acetate), ketone, C(C)(=O)O (acetic acid). The solvent is C(Cl)Cl (CH2Cl2), ClCCCl (1,2-dichloroethane). Reaction conditions: time 4 hour. The product is COC1=C(CNC=2C3=C(N=CN2)N(C=C3)[C@@H]3O[C@@H]([C@@H]2[C@H]3OC(O2)(C)C)CNC2CC(C2)CC(=O)OC)C=CC(=C1)OC (methyl 2-(3-((((3aR,4R,6R,6aR)-6-(4-((2,4-dimethoxybenzyl)amino)-7H-pyrrolo[2,3-d]pyrimidin-7-yl)-2,2-dimethyltetrahydro furo[3,4-d][1,3]dioxol-4-yl)methyl)amino)cyclobutyl)acetate). Yield: 66.3%. RXN SMILES: [NH2:1][CH2:2][C@@H:3]1[C@H:7]2[O:8][C:9]([CH3:12])([CH3:11])[O:10][C@H:6]2[C@H:5]([N:13]2[C:17]3[N:18]=[CH:19][N:20]=[C:21]([NH:22][CH2:23][C:24]4[CH:29]=[CH:28][C:27]([O:30][CH3:31])=[CH:26][C:25]=4[O:32][CH3:33])[C:16]=3[CH:15]=[CH:14]2)[O:4]1.O=[C:35]1[CH2:38][CH:37]([CH2:39][C:40]([O:42][CH3:43])=[O:41])[CH2:36]1.C(O)(=O)C.C(O[BH-](OC(=O)C)OC(=O)C)(=O)C.[Na+]>ClCCCl.C(Cl)Cl>[CH3:33][O:32][C:25]1[CH:26]=[C:27]([O:30][CH3:31])[CH:28]=[CH:29][C:24]=1[CH2:23][NH:22][C:21]1[C:16]2[CH:15]=[CH:14][N:13]([C@H:5]3[C@@H:6]4[O:10][C:9]([CH3:12])([CH3:11])[O:8][C@@H:7]4[C@@H:3]([CH2:2][NH:1][CH:35]4[CH2:38][CH:37]([CH2:39][C:40]([O:42][CH3:43])=[O:41])[CH2:36]4)[O:4]3)[C:17]=2[N:18]=[CH:19][N:20]=1 |f:3.4|. Procedure details: A solution 7-((3aR,4R,6R,6aR)-6-(aminomethyl)-2,2-dimethyltetrahydrofuro[3,4-d][1,3]dioxol-4-yl)-N-(2,4-dimethoxybenzyl)-7H-pyrrolo[2,3-d]pyrimidin-4-amine (400 mg, 0.88 mmol) and methyl 2-(3-oxocyclobutyl)acetate (100 mg, 0.70 mmol) [prepared using the procedure found in US Patent Application Publication 2009/0118287] in 1,2-dichloroethane (12 mL) was treated dropwise with acetic acid (50 uL, 0.88 mmol). The solution was treated with sodium triacetoxyborohydride (260 mg, 1.2 mmol) in one portio...